This data is from the Open Reaction Database (ORD), a public repository of structured organic reaction records. The task is: describe an organic reaction: reactants, conditions, products, and yield Reactants: C(C1=CC=CC=C1)OC(=O)N1CC2C(C1)C(CC2)COC2=C(C=C1C(=NC(=NC1=C2)F)OC2=C(C=CC=C2)NC(=S)NC(CC2=CC=CC=C2)=O)OC (4-[2-Fluoro-4-(3-phenylacetyl-thioureido-phenoxy]-6-methoxy-quinazolin-7-yloxymethyl}-hexahydro-cyclopenta[c]pyrrole-2-carboxylic acid benzyl ester), CCO (EtOH), C1(=CC=CC=C1)CC(=O)Cl (Phenylacetyl chloride), C(C1=CC=CC=C1)OC(=O)N1CC2C(C1)CC(C2)COC2=C(C=C1C(=NC=NC1=C2)OC2=C(C=C(C=C2)N)F)OC (5-[4-(4-amino-2-fluoro-phenoxy)-6-methoxy-quinazolin-7-yloxymethyl]-hexahydro-cyclopenta[c]pyrrole-2-carboxylic acid benzyl ester). The reagents and catalysts are C(#N)[S-].[Ag+] (AgSCN). Solvent: C1(=CC=CC=C1)C (toluene), C1(=CC=CC=C1)C (toluene), CCOC(=O)C (EtOAc). The product is C(C1=CC=CC=C1)OC(=O)N1CC2C(C1)CC(C2)COC2=C(C=C1C(=NC=NC1=C2)OC2=C(C=C(C=C2)NC(=S)NC(CC2=CC=CC=C2)=O)F)OC (5-{4-[2-fluoro-4-(3-phenylacetyl-thioureido)-phenoxy]-6-methoxy-quinazolin-7-yloxymethyl}-hexahydrocyclopenta[c]pyrrole-2-carboxylic acid benzyl ester). Isolated yield 49.0%. Reaction SMILES: C(OC(N1CC2C(COC3C=C4C(C(OC5C=CC=CC=5N[C:40]([NH:42][C:43](=[O:51])[CH2:44][C:45]5[CH:50]=[CH:49][CH:48]=[CH:47][CH:46]=5)=[S:41])=NC(F)=N4)=CC=3OC)CCC2C1)=O)C1C=CC=CC=1.C1(CC(Cl)=O)C=CC=CC=1.[CH2:64]([O:71][C:72]([N:74]1[CH2:78][CH:77]2[CH2:79][CH:80]([CH2:82][O:83][C:84]3[CH:93]=[C:92]4[C:87]([C:88]([O:94][C:95]5[CH:100]=[CH:99][C:98]([NH2:101])=[CH:97][C:96]=5[F:102])=[N:89][CH:90]=[N:91]4)=[CH:86][C:85]=3[O:103][CH3:104])[CH2:81][CH:76]2[CH2:75]1)=[O:73])[C:65]1[CH:70]=[CH:69][CH:68]=[CH:67][CH:66]=1.CCO>C1(C)C=CC=CC=1.CCOC(C)=O.C([S-])#N.[Ag+]>[CH2:64]([O:71][C:72]([N:74]1[CH2:75][CH:76]2[CH2:81][CH:80]([CH2:82][O:83][C:84]3[CH:93]=[C:92]4[C:87]([C:88]([O:94][C:95]5[CH:100]=[CH:99][C:98]([NH:101][C:40]([NH:42][C:43](=[O:51])[CH2:44][C:45]6[CH:46]=[CH:47][CH:48]=[CH:49][CH:50]=6)=[S:41])=[CH:97][C:96]=5[F:102])=[N:89][CH:90]=[N:91]4)=[CH:86][C:85]=3[O:103][CH3:104])[CH2:79][CH:77]2[CH2:78]1)=[O:73])[C:65]1[CH:70]=[CH:69][CH:68]=[CH:67][CH:66]=1 |f:6.7|. Procedure details: 5-{4-[2-Fluoro-4-(3-phenylacetyl-thioureido-phenoxy]-6-methoxy-quinazolin-7-yloxymethyl}-hexahydro-cyclopenta[c]pyrrole-2-carboxylic acid benzyl ester. Phenylacetyl chloride (2.65 ml, 20.00 mmol) and AgSCN (4.92 g, 29.6 mmol) were combined in dry toluene (50 ml) and heated to reflux for 2 hrs. The reaction mixture was allowed to cool to room temperature, the solids were filtered through celite and the filtrate concentrated in vacuo. The resulting oil was combined with 5-[4-(4-amino-2-fluoro-phen... Reactants: FC=1C=C(C=C(C1F)F)C1CC=CCC1([N+](=O)[O-])Br (3,4,5-trifluoro-1-(6-bromo-6-nitrocyclohex-3-en-1-yl)-benzene), [OH-].[Na+] (NaOH). The reagents and catalysts are [Br-].C(CCC)[N+](CCCC)(CCCC)CCCC (tetrabutylammonium bromide). The solvent is C1(=CC=CC=C1)C (toluene). Reaction conditions: time 24 hour. Product: FC=1C=C(C=C(C1F)F)C1=C(C=CC=C1)[N+](=O)[O-] (3′,4′,5′-trifluoro-2-nitrobiphenyl). RXN SMILES: [F:1][C:2]1[CH:3]=[C:4]([CH:10]2[C:15](Br)([N+:16]([O-:18])=[O:17])[CH2:14][CH:13]=[CH:12][CH2:11]2)[CH:5]=[C:6]([F:9])[C:7]=1[F:8].[OH-].[Na+]>C1(C)C=CC=CC=1.[Br-].C([N+](CCCC)(CCCC)CCCC)CCC>[F:1][C:2]1[CH:3]=[C:4]([C:10]2[CH:11]=[CH:12][CH:13]=[CH:14][C:15]=2[N+:16]([O-:18])=[O:17])[CH:5]=[C:6]([F:9])[C:7]=1[F:8] |f:1.2,4.5|. Procedure: To a solution of 500 mg (1.49 mmol) of 3,4,5-trifluoro-1-(6-bromo-6-nitrocyclohex-3-en-1-yl)-benzene from example 2.4 in 10 ml of toluene were added 200 mg (0.6 mmol) of tetrabutylammonium bromide and 15 ml of aqueous NaOH (4M) and the mixture was stirred for 24 h at room temperature. During the reaction, air was sparged through the mixture. Then the reaction mixture was stirred for another 12 h at 50° C. After cooling to room temperature, the phases were separated, the aqueous phase was extract... The reactants are C(C)(C)(C)OC(NC(C)(C1=CC(=CC=C1)NC(=S)N)C)=O (N-(1-methyl-1-(3-thioureidophenyl)ethyl)carbamic acid t-butyl ester), CI (methyl iodide). Run in C(C)#N (acetonitrile). Yields the product I.C(C)(C)(C)OC(NC(C)(C1=CC(=CC=C1)NC(SC)=N)C)=O (N-(1-methyl-1-(3-(S-methylisothioureido)phenyl)ethyl)carbamic acid t-butyl ester hydroiodide). Yield: 54.0%. Reaction SMILES: [C:1]([O:5][C:6](=[O:21])[NH:7][C:8]([CH3:20])([C:10]1[CH:15]=[CH:14][CH:13]=[C:12]([NH:16][C:17]([NH2:19])=[S:18])[CH:11]=1)[CH3:9])([CH3:4])([CH3:3])[CH3:2].[CH3:22][I:23]>C(#N)C>[IH:23].[C:1]([O:5][C:6](=[O:21])[NH:7][C:8]([CH3:9])([C:10]1[CH:15]=[CH:14][CH:13]=[C:12]([NH:16][C:17](=[NH:19])[S:18][CH3:22])[CH:11]=1)[CH3:20])([CH3:2])([CH3:3])[CH3:4] |f:3.4|. Reported procedure: To a mixture of the compound (164 mg) obtained in Example 3 and acetonitrile (15 ml) was added methyl iodide (0.1 ml) and the reaction mixture was heated under reflux for 2 h. The reaction mixture was concentrated under reduced pressure and the resulting residue was purified by silica gel column chromatography (eluent, chloroform methanol=95:5) to give 130 mg of the titled compound (yield, 54%). Procedure details: 2-Bromo-3,4,5-trimethoxybenzaldehyde dimethylacetal, 3,4-dimethoxybenzaldehyde and diethyl acetylenedicarboxylate are treated in the same manner as described in Example 1-(1) & (2), whereby 1-(3,4-dimethoxyphenyl)-2,3-bis(ethoxycarbonyl)-4-hydroxy-6,7,8-trimethoxynaphthalene is obtained as colorless crystals. RXN SMILES: CO[CH:3]([O:17]C)[C:4]1[CH:9]=[C:8]([O:10][CH3:11])[C:7]([O:12][CH3:13])=[C:6]([O:14][CH3:15])[C:5]=1Br.[CH3:19][O:20][C:21]1[CH:22]=[C:23]([CH:26]=[CH:27][C:28]=1[O:29][CH3:30])[CH:24]=O.[C:31]([C:38]([O:40][CH2:41][CH3:42])=[O:39])#[C:32][C:33]([O:35][CH2:36][CH3:37])=[O:34]>>[CH3:19][O:20][C:21]1[CH:22]=[C:23]([C:24]2[C:5]3[C:4](=[CH:9][C:8]([O:10][CH3:11])=[C:7]([O:12][CH3:13])[C:6]=3[O:14][CH3:15])[C:3]([OH:17])=[C:32]([C:33]([O:35][CH2:36][CH3:37])=[O:34])[C:31]=2[C:38]([O:40][CH2:41][CH3:42])=[O:39])[CH:26]=[CH:27][C:28]=1[O:29][CH3:30]. The product is COC=1C=C(C=CC1OC)C1=C(C(=C(C2=CC(=C(C(=C12)OC)OC)OC)O)C(=O)OCC)C(=O)OCC (1-(3,4-dimethoxyphenyl)-2,3-bis(ethoxycarbonyl)-4-hydroxy-6,7,8-trimethoxynaphthalene). Starting materials: COC(C1=C(C(=C(C(=C1)OC)OC)OC)Br)OC (2-Bromo-3,4,5-trimethoxybenzaldehyde dimethylacetal), COC=1C=C(C=O)C=CC1OC (3,4-dimethoxybenzaldehyde), C(#CC(=O)OCC)C(=O)OCC (diethyl acetylenedicarboxylate), ( 2 ). Reactants: O=C(Cl)OCc1ccccc1, NCc1ccc(I)cc1, [K+], [K+], O=C([O-])[O-], C1CCOC1, O. Yields the product O=C(NCc1ccc(I)cc1)OCc1ccccc1. Reaction SMILES: [Cl:10][C:11](=[O:12])[O:13][CH2:14][c:15]1[cH:16][cH:17][cH:18][cH:19][cH:20]1.[I:1][c:2]1[cH:3][cH:4][c:5]([CH2:8][NH2:9])[cH:6][cH:7]1.[K+:21].[K+:22].[O-:23][C:24]([O-:25])=[O:26].[O:27]1[CH2:28][CH2:29][CH2:30][CH2:31]1.[OH2:32]>>[I:1][c:2]1[cH:3][cH:4][c:5]([CH2:8][NH:9][C:11](=[O:12])[O:13][CH2:14][c:15]2[cH:16][cH:17][cH:18][cH:19][cH:20]2)[cH:6][cH:7]1. The reactants are CC(=O)O[BH-](OC(C)=O)OC(C)=O, CN(c1cc(OC(F)(F)F)cc2cc(C(=O)NCC(C=O)SCc3ccccc3)[nH]c12)S(=O)(=O)c1cccs1, C1COCCN1, ClCCCl, [Na+], O. Yields the product CN(c1cc(OC(F)(F)F)cc2cc(C(=O)NCC(CN3CCOCC3)SCc3ccccc3)[nH]c12)S(=O)(=O)c1cccs1. As a reaction SMILES: [C:50]([O:51][BH-:52]([O:53][C:54](=[O:55])[CH3:56])[O:57][C:58](=[O:59])[CH3:60])(=[O:61])[CH3:62].[CH2:1]([c:2]1[cH:3][cH:4][cH:5][cH:6][cH:7]1)[S:8][CH:9]([CH2:10][NH:11][C:12](=[O:13])[c:14]1[nH:15][c:16]2[c:17]([N:28]([S:29](=[O:30])(=[O:31])[c:32]3[s:33][cH:34][cH:35][cH:36]3)[CH3:37])[cH:18][c:19]([O:23][C:24]([F:25])([F:26])[F:27])[cH:20][c:21]2[cH:22]1)[CH:38]=[O:39].[CH2:44]1[CH2:45][O:46][CH2:47][CH2:48][NH:49]1.[Cl:40][CH2:41][CH2:42][Cl:43].[Na+:63].[OH2:64]>>[CH2:1]([c:2]1[cH:3][cH:4][cH:5][cH:6][cH:7]1)[S:8][CH:9]([CH2:10][NH:11][C:12](=[O:13])[c:14]1[nH:15][c:16]2[c:17]([N:28]([S:29](=[O:30])(=[O:31])[c:32]3[s:33][cH:34][cH:35][cH:36]3)[CH3:37])[cH:18][c:19]([O:23][C:24]([F:25])([F:26])[F:27])[cH:20][c:21]2[cH:22]1)[CH2:38][N:49]1[CH2:44][CH2:45][O:46][CH2:47][CH2:48]1. Reactants: O (water), OC1=CC=C(C=2OC3=C(C=CC=C3C(C2)=O)C(=O)OCC)C=C1 (4'-Hydroxy-8-ethoxycarbonylflavone), ClCC1=NC2=CC=CC=C2C=C1 (2-chloromethylquinoline), C([O-])([O-])=O.[K+].[K+] (potassium carbonate). Solvent: CN(C)C=O (DMF). Conditions: temperature 100 celsius. Yields the product C(C)OC(=O)C=1C=CC=C2C(C=C(OC12)C1=CC=C(C=C1)OCC1=NC2=CC=CC=C2C=C1)=O (8-ethoxycarbonyl-4'-[(2-quinolinyl)methoxy]flavone). Isolated yield 64.0%. Reaction SMILES: [OH:1][C:2]1[CH:23]=[CH:22][C:5]([C:6]2[O:7][C:8]3[C:13]([C:14](=[O:16])[CH:15]=2)=[CH:12][CH:11]=[CH:10][C:9]=3[C:17]([O:19][CH2:20][CH3:21])=[O:18])=[CH:4][CH:3]=1.Cl[CH2:25][C:26]1[CH:35]=[CH:34][C:33]2[C:28](=[CH:29][CH:30]=[CH:31][CH:32]=2)[N:27]=1.C(=O)([O-])[O-].[K+].[K+].O>CN(C=O)C>[CH2:20]([O:19][C:17]([C:9]1[CH:10]=[CH:11][CH:12]=[C:13]2[C:8]=1[O:7][C:6]([C:5]1[CH:4]=[CH:3][C:2]([O:1][CH2:25][C:26]3[CH:35]=[CH:34][C:33]4[C:28](=[CH:29][CH:30]=[CH:31][CH:32]=4)[N:27]=3)=[CH:23][CH:22]=1)=[CH:15][C:14]2=[O:16])=[O:18])[CH3:21] |f:2.3.4|. Procedure: 4'-Hydroxy-8-ethoxycarbonylflavone (1 eq.) and 2-chloromethylquinoline (1.1 eq.) were dissolved in DMF, followed by the addition of potassium carbonate (1.2 eq.). The resulting mixture was stirred at 100° C. and, subsequent to the completion of the reaction, was charged into water. The water layer was extracted with ethyl acetate. The organic layer was washed with water and a saturated aqueous solution of sodium chloride, dried over anhydrous sodium sulfate, and then concentrated under reduced p... Starting materials: O=C1CCC(=O)N1Br, O=C(OOC(=O)c1ccccc1)c1ccccc1, ClC(Cl)(Cl)Cl, Cc1cccc2cccc(C)c12. Product: Cc1cccc2cccc(CBr)c12. Reaction SMILES: [Br:13][N:14]1[C:15](=[O:16])[CH2:17][CH2:18][C:19]1=[O:20].[C:21]([O:22][O:23][C:24](=[O:25])[c:26]1[cH:27][cH:28][cH:29][cH:30][cH:31]1)(=[O:32])[c:33]1[cH:34][cH:35][cH:36][cH:37][cH:38]1.[C:39]([Cl:40])([Cl:41])([Cl:42])[Cl:43].[CH3:1][c:2]1[cH:3][cH:4][cH:5][c:6]2[cH:7][cH:8][cH:9][c:10]([CH3:12])[c:11]12>>[CH2:1]([c:2]1[cH:3][cH:4][cH:5][c:6]2[cH:7][cH:8][cH:9][c:10]([CH3:12])[c:11]12)[Br:13]. Reactants: CCOC(=O)C(C)NC(Cc1ccc(-c2cccc(Cl)c2)cc1)C(=O)OCc1ccccc1, CCOC(C)=O, CO. Product: CCOC(=O)C(C)NC(Cc1ccc(-c2cccc(Cl)c2)cc1)C(=O)O. RXN SMILES: [CH2:1]([c:2]1[cH:3][cH:4][cH:5][cH:6][cH:7]1)[O:8][C:9]([CH:10]([CH2:11][c:12]1[cH:13][cH:14][c:15](-[c:18]2[cH:19][c:20]([Cl:24])[cH:21][cH:22][cH:23]2)[cH:16][cH:17]1)[NH:25][CH:26]([CH3:27])[C:28](=[O:29])[O:30][CH2:31][CH3:32])=[O:33].[CH3:34][CH2:35][O:36][C:37]([CH3:38])=[O:39].[CH3:40][OH:41]>>[O:8]=[C:9]([CH:10]([CH2:11][c:12]1[cH:13][cH:14][c:15](-[c:18]2[cH:19][c:20]([Cl:24])[cH:21][cH:22][cH:23]2)[cH:16][cH:17]1)[NH:25][CH:26]([CH3:27])[C:28](=[O:29])[O:30][CH2:31][CH3:32])[OH:33]. Reactants: O=C1NS(=O)(=O)CCC1c1ccc(Br)cc1, CC(C)(C)[O-], [K+], C1CCOC1. As a reaction SMILES: [Br:1][c:2]1[cH:3][cH:4][c:5]([CH:8]2[C:9](=[O:16])[NH:10][S:11](=[O:14])(=[O:15])[CH2:12][CH2:13]2)[cH:6][cH:7]1.[CH3:17][C:18]([CH3:19])([O-:20])[CH3:21].[K+:22].[O:23]1[CH2:24][CH2:25][CH2:26][CH2:27]1>>[Br:1][c:2]1[cH:3][cH:4][c:5]([CH:8]2[CH2:9][NH:10][S:11](=[O:14])(=[O:15])[CH2:12][CH2:13]2)[cH:6][cH:7]1. Yields the product O=S1(=O)CCC(c2ccc(Br)cc2)CN1.